Dataset: the Open Reaction Database (ORD), a public repository of structured organic reaction records. Task: describe an organic reaction: reactants, conditions, products, and yield The reactants are COC1=C(C=CC=C1)COC1=C(C=C(C=C1)C(C)=O)C (4'-[(2-methoxyphenyl)methoxy]-3'-methylacetophenone), C[Si](C)(C)[N-][Si](C)(C)C.[Li+] (lithium bis(trimethylsilyl)amide), Cl[Si](C)(C)C (chlorotrimethylsilane), diethyl ester, C1(=CC=CC=C1)CCSC(C(=O)O)C(=O)O ([(2-phenylethyl)thio]propanedioic acid). Run in C1CCOC1 (THF). Yields the product OC1=C(C(OC(=C1)C1=CC(=C(C=C1)OCC1=C(C=CC=C1)OC)C)=O)SCCC1=CC=CC=C1 (4-Hydroxy-6-[4-[(2-methoxyphenyl)methoxy]-3-methylphenyl]-3-[(2-phenylethyl)thio]-2H-pyran-2-one). As a reaction SMILES: [CH3:1][O:2][C:3]1[CH:8]=[CH:7][CH:6]=[CH:5][C:4]=1[CH2:9][O:10][C:11]1[CH:16]=[CH:15][C:14]([C:17](=[O:19])[CH3:18])=[CH:13][C:12]=1[CH3:20].C[Si]([N-][Si](C)(C)C)(C)C.[Li+].Cl[Si](C)(C)C.[C:36]1([CH2:42][CH2:43][S:44][CH:45]([C:49](O)=[O:50])[C:46](O)=[O:47])[CH:41]=[CH:40][CH:39]=[CH:38][CH:37]=1>C1COCC1>[OH:50][C:49]1[CH:18]=[C:17]([C:14]2[CH:15]=[CH:16][C:11]([O:10][CH2:9][C:4]3[CH:5]=[CH:6][CH:7]=[CH:8][C:3]=3[O:2][CH3:1])=[C:12]([CH3:20])[CH:13]=2)[O:19][C:46](=[O:47])[C:45]=1[S:44][CH2:43][CH2:42][C:36]1[CH:37]=[CH:38][CH:39]=[CH:40][CH:41]=1 |f:1.2|. Reported procedure: The title compound was prepared by Method A using 4'-[(2-methoxyphenyl)methoxy]-3'-methylacetophenone (1.36 g, 5.06 mmol), lithium bis(trimethylsilyl)amide (0.930 g, 5.56 mmol), chlorotrimethylsilane (0.705 mL, 5.56 mmol), THF (56 mL), and diethyl ester of [(2-phenylethyl)thio]propanedioic acid (1.00 g, 3.37 mmol). m.p. dec. 170° C.; 1H NMR (400 MHz, DMSO-d6) δ2.25 (s, 3 H), 2.77 (t, 2 H), 2.97 (t, 2 H), 3.84 (s, 3 H), 5.17 (s, 2 H), 6.67 (s, 1 H), 6.98 (t, 1 H), 7.70 (d, 1 H), 7.27 (m, 6 H), 7.... Reactants: Cc1ccccc1-c1nc(C=O)c(CCC23CC4CC(CC(C4)C2)C3)n1C, CC(=O)O[BH-](OC(C)=O)OC(C)=O, O=C([O-])O, Nc1cccc(C(=O)OCc2ccccc2)c1, CC(=O)O, ClCCCl, [Na+], [Na+]. Product: Cc1ccccc1-c1nc(CNc2cccc(C(=O)OCc3ccccc3)c2)c(CCC23CC4CC(CC(C4)C2)C3)n1C. Reaction SMILES: [C:1]12([CH2:11][CH2:12][c:13]3[c:14]([CH:26]=[O:27])[n:15][c:16](-[c:19]4[c:20]([CH3:25])[cH:21][cH:22][cH:23][cH:24]4)[n:17]3[CH3:18])[CH2:2][CH:3]3[CH2:4][CH:5]([CH2:6][CH:7]([CH2:8]1)[CH2:9]3)[CH2:10]2.[C:45]([O:46][BH-:47]([O:48][C:49](=[O:50])[CH3:51])[O:52][C:53](=[O:54])[CH3:55])(=[O:56])[CH3:57].[C:63](=[O:64])([OH:65])[O-:66].[CH2:28]([c:29]1[cH:30][cH:31][cH:32][cH:33][cH:34]1)[O:35][C:36]([c:37]1[cH:38][c:39]([NH2:43])[cH:40][cH:41][cH:42]1)=[O:44].[CH3:59][C:60](=[O:61])[OH:62].[Cl:68][CH2:69][CH2:70][Cl:71].[Na+:58].[Na+:67]>>[C:1]12([CH2:11][CH2:12][c:13]3[c:14]([CH2:26][NH:43][c:39]4[cH:38][c:37]([C:36]([O:35][CH2:28][c:29]5[cH:30][cH:31][cH:32][cH:33][cH:34]5)=[O:44])[cH:42][cH:41][cH:40]4)[n:15][c:16](-[c:19]4[c:20]([CH3:25])[cH:21][cH:22][cH:23][cH:24]4)[n:17]3[CH3:18])[CH2:2][CH:3]3[CH2:4][CH:5]([CH2:6][CH:7]([CH2:8]1)[CH2:9]3)[CH2:10]2.